From a dataset of the Open Reaction Database (ORD), a public repository of structured organic reaction records. describe an organic reaction: reactants, conditions, products, and yield Reactants: Cc1ccc(C(C)(C)C)cc1[N+](=O)[O-], CO. Product: Cc1ccc(C(C)(C)C)cc1N. RXN SMILES: [C:1]([CH3:2])([CH3:3])([CH3:4])[c:5]1[cH:6][c:7]([N+:12]([O-:13])=[O:14])[c:8]([CH3:11])[cH:9][cH:10]1.[CH3:15][OH:16]>>[C:1]([CH3:2])([CH3:3])([CH3:4])[c:5]1[cH:6][c:7]([NH2:12])[c:8]([CH3:11])[cH:9][cH:10]1. Reaction SMILES: [C:1]([CH3:2])([CH3:3])([CH3:4])[O:5][C:6](=[O:7])[NH:8][CH2:9][CH2:10][c:11]1[c:12]([CH2:13][NH:14][C:15](=[O:16])[O:17][CH2:18][c:19]2[cH:20][cH:21][cH:22][cH:23][cH:24]2)[cH:25][cH:26][cH:27][cH:28]1.[CH3:29][CH2:30][OH:31]>>[C:1]([CH3:2])([CH3:3])([CH3:4])[O:5][C:6](=[O:7])[NH:8][CH2:9][CH2:10][c:11]1[c:12]([CH2:13][NH2:14])[cH:25][cH:26][cH:27][cH:28]1. Starting materials: CC(C)(C)OC(=O)NCCc1ccccc1CNC(=O)OCc1ccccc1, CCO. The product is CC(C)(C)OC(=O)NCCc1ccccc1CN. The reactants are CC1(C)CC(=O)c2ccc(OS(=O)(=O)C(F)(F)F)cc21, Cc1ccc(B(O)O)cc1. The product is Cc1ccc(-c2ccc3c(c2)C(C)(C)CC3=O)cc1. RXN SMILES: [CH3:1][C:2]1([CH3:20])[CH2:3][C:4](=[O:19])[c:5]2[cH:6][cH:7][c:8]([O:11][S:12]([C:13]([F:14])([F:15])[F:16])(=[O:17])=[O:18])[cH:9][c:10]21.[CH3:21][c:22]1[cH:23][cH:24][c:25]([B:28]([OH:29])[OH:30])[cH:26][cH:27]1>>[CH3:1][C:2]1([CH3:20])[CH2:3][C:4](=[O:19])[c:5]2[cH:6][cH:7][c:8](-[c:25]3[cH:24][cH:23][c:22]([CH3:21])[cH:27][cH:26]3)[cH:9][c:10]21. Reaction SMILES: C(C1C=CC(C(NC2C=CC(C3C=C4C(CN([C@@H](C(C)C)C(O)=O)C4=O)=CC=3)=NC=2)=O)=CC=1)(C)(C)C.[CH2:37]([O:41][C:42]1[CH:74]=[CH:73][C:45]([C:46]([NH:48][C:49]2[N:50]=[CH:51][C:52]([C:55]3[CH:63]=[C:62]4[C:58]([CH2:59][N:60]([C@@H:65]([CH:70]([CH3:72])[CH3:71])[C:66]([O:68]C)=[O:67])[C:61]4=[O:64])=[CH:57][CH:56]=3)=[N:53][CH:54]=2)=[O:47])=[CH:44][CH:43]=1)[CH2:38][CH2:39][CH3:40]>>[CH2:37]([O:41][C:42]1[CH:74]=[CH:73][C:45]([C:46]([NH:48][C:49]2[N:50]=[CH:51][C:52]([C:55]3[CH:63]=[C:62]4[C:58]([CH2:59][N:60]([C@@H:65]([CH:70]([CH3:71])[CH3:72])[C:66]([OH:68])=[O:67])[C:61]4=[O:64])=[CH:57][CH:56]=3)=[N:53][CH:54]=2)=[O:47])=[CH:44][CH:43]=1)[CH2:38][CH2:39][CH3:40]. Procedure: The compound of example 509 was prepared analogous to the compound of example 404 by hydrolysis of the compound of example 508. Starting materials: C(C)(C)(C)C1=CC=C(C(=O)NC=2C=CC(=NC2)C2=CC=C3CN(C(C3=C2)=O)[C@H](C(=O)O)C(C)C)C=C1 ((S)-2-(6-(5-(4-tert-Butylbenzamido)pyridin-2-yl)-1-oxoisoindolin-2-yl)-3-methyl butanoic acid), C(CCC)OC1=CC=C(C(=O)NC=2N=CC(=NC2)C2=CC=C3CN(C(C3=C2)=O)[C@H](C(=O)OC)C(C)C)C=C1 ((S)-Methyl 2-(6-(5-(4-butoxybenzamido)pyrazin-2-yl)-1-oxoisoindolin-2-yl)-3-methylbutanoate). The yield is 77.0%. Product: C(CCC)OC1=CC=C(C(=O)NC=2N=CC(=NC2)C2=CC=C3CN(C(C3=C2)=O)[C@H](C(=O)O)C(C)C)C=C1 ((S)-2-(6-(5-(4-Butoxybenzamido)pyrazin-2-yl)-1-oxoisoindolin-2-yl)-3-methylbutanoic acid). The reactants are ClC(=O)OCC (ethyl chloroformate), NC1=CC=C(C=N1)OC=1C(=CC2=C(N=C(N2)C2=NC=CC=C2)C1)C1N(CCC1)C(C)=O (1-(2-(6-(6-amino-pyridin-3-yloxy)-2-pyridin-2-yl-3H-benzimidazol-5-yl)-pyrrolidin-1-yl)-ethanone). Run in N1=CC=CC=C1 (pyridine). Reaction conditions: time 30 minute. The product is C(C)OC(NC1=NC=C(C=C1)OC1=CC2=C(NC(=N2)C2=NC=CC=C2)C=C1C1N(CCC1)C(C)=O)=O (Ethyl(5-(6-(1-acetyl-pyrrolidin-2-yl)-2-pyridin-2-yl-1H-benzimidazol-5-yloxy)-pyridin-2-yl)-carbamate). Reaction SMILES: Cl[C:2]([O:4][CH2:5][CH3:6])=[O:3].[NH2:7][C:8]1[N:13]=[CH:12][C:11]([O:14][C:15]2[C:16]([CH:30]3[CH2:34][CH2:33][CH2:32][N:31]3[C:35](=[O:37])[CH3:36])=[CH:17][C:18]3[NH:22][C:21]([C:23]4[CH:28]=[CH:27][CH:26]=[CH:25][N:24]=4)=[N:20][C:19]=3[CH:29]=2)=[CH:10][CH:9]=1>N1C=CC=CC=1>[CH2:5]([O:4][C:2](=[O:3])[NH:7][C:8]1[CH:9]=[CH:10][C:11]([O:14][C:15]2[C:16]([CH:30]3[CH2:34][CH2:33][CH2:32][N:31]3[C:35](=[O:37])[CH3:36])=[CH:17][C:18]3[NH:22][C:21]([C:23]4[CH:28]=[CH:27][CH:26]=[CH:25][N:24]=4)=[N:20][C:19]=3[CH:29]=2)=[CH:12][N:13]=1)[CH3:6]. Reported procedure: 0.003 ml of ethyl chloroformate was added to a pyridine (1 ml) solution of 14.4 mg of 1-(2-(6-(6-amino-pyridin-3-yloxy)-2-pyridin-2-yl-3H-benzimidazol-5-yl)-pyrrolidin-1-yl)-ethanone obtained in Example 340 (step 1), and the reaction liquid was stirred at room temperature for 30 minutes. The reaction liquid was distilled under reduced pressure, and the resulting residue was dissolved in 1 ml of trifluoroacetic acid, and the reaction liquid was stirred at room temperature for 1 hour. The reaction... The reactants are IC1=NN(C2=NC=NC(=C21)NC(OC(C)(C)C)=O)C2=CC=C(C=C2)NC (tert-butyl 3-iodo-1-(4-(methylamino)phenyl)-1H-pyrazolo[3,4-d]pyrimidin-4-ylcarbamate), C(=O)(C(F)(F)F)O (TFA), Cl.CN(C/C=C/C(=O)O)C ((E)-4-(dimethylamino)but-2-enoic acid hydrochloride salt), C(=O)(C(=O)Cl)Cl ((COCl)2). The reagents and catalysts are CN(C)C=O (DMF). Run in C(Cl)Cl (DCM), C(C)#N (acetonitrile). Reaction conditions: time 2 hour. Yields the product NC1=C2C(=NC=N1)N(N=C2I)C2=CC=C(C=C2)N(C(\C=C\CN(C)C)=O)C ((E)-N-(4-(4-amino-3-iodo-1H-pyrazolo[3,4-d]pyrimidin-1-yl)phenyl)-4-(dimethylamino)-N-methylbut-2-enamide). Yield: 89.0%. Reaction SMILES: Cl.[CH3:2][N:3]([CH3:10])[CH2:4]/[CH:5]=[CH:6]/[C:7](O)=[O:8].C(Cl)(C(Cl)=O)=O.[I:17][C:18]1[C:26]2[C:21](=[N:22][CH:23]=[N:24][C:25]=2[NH:27]C(=O)OC(C)(C)C)[N:20]([C:35]2[CH:40]=[CH:39][C:38]([NH:41][CH3:42])=[CH:37][CH:36]=2)[N:19]=1.C(O)(C(F)(F)F)=O>C(#N)C.CN(C=O)C.C(Cl)Cl>[NH2:27][C:25]1[N:24]=[CH:23][N:22]=[C:21]2[N:20]([C:35]3[CH:36]=[CH:37][C:38]([N:41]([CH3:42])[C:7](=[O:8])/[CH:6]=[CH:5]/[CH2:4][N:3]([CH3:10])[CH3:2])=[CH:39][CH:40]=3)[N:19]=[C:18]([I:17])[C:26]=12 |f:0.1|. Reported procedure: To a suspension of (E)-4-(dimethylamino)but-2-enoic acid hydrochloride salt (5) (66 mg, 0.4 mmol) in acetonitrile (5 mL) was added 1 drop of DMF before introducing (COCl)2 (66 mg, 0.52 mmol). The resulting mixture was stirred at RT for 2 h and then concentrated. The residue was dissolved in DCM (2 mL) before adding a solution of tert-butyl 3-iodo-1-(4-(methylamino)phenyl)-1H-pyrazolo[3,4-d]pyrimidin-4-ylcarbamate (30) (170 mg, 0.438 mmol) in DCM (2 mL). The resulting solution was stirred at RT o...